This data is from the Open Reaction Database (ORD), a public repository of structured organic reaction records. The task is: describe an organic reaction: reactants, conditions, products, and yield The reactants are COc1ccc(C=O)cc1, Cc1ccccc1, NC(CO)c1ccccc1. The product is COc1ccc(C=NC(CO)c2ccccc2)cc1. RXN SMILES: [CH3:11][O:12][c:13]1[cH:14][cH:15][c:16]([CH:17]=[O:18])[cH:19][cH:20]1.[CH3:21][c:22]1[cH:23][cH:24][cH:25][cH:26][cH:27]1.[NH2:1][CH:2]([CH2:3][OH:4])[c:5]1[cH:6][cH:7][cH:8][cH:9][cH:10]1>>[N:1]([CH:2]([CH2:3][OH:4])[c:5]1[cH:6][cH:7][cH:8][cH:9][cH:10]1)=[CH:17][c:16]1[cH:15][cH:14][c:13]([O:12][CH3:11])[cH:20][cH:19]1. Reactants: [Si](C)(C)(C(C)(C)C)O[C@@H]1C=C2C=C[C@@H]([C@@H]([C@H]2[C@H](C1)OC(C(C)(C)OCC)=O)CC[C@@H]1C[C@H](CC(O1)=O)O[Si](C)(C)C(C)(C)C)C ((4R,6R)-6-{(1S,2S,6S,8S,8aR)-2-[1,2,6,7,8,8a-Hexahydro-6-t-butyldimethylsilyloxy-8-(2-ethoxy-2-methylpropionyloxy)-2-methyl-1-naphthyl]ethyl}tetrahydro-4-t-butyldimethylsilyloxy-2H-pyran-2-one), solution, [F-].C(CCC)[N+](CCCC)(CCCC)CCCC (tetrabutylammonium fluoride). Solvent: O1CCCC1 (tetrahydrofuran). The product is O[C@@H]1C=C2C=C[C@@H]([C@@H]([C@H]2[C@H](C1)OC(C(C)(C)OCC)=O)CC[C@@H]1C[C@H](CC(O1)=O)O)C ((4R,6R)-6-{(1S,2S,6S,8S,8aR)-2-[1,2,6,7,8,8a-Hexahydro-6-hydroxy-8-(2-ethoxy-2-methylpropionyloxy)-2-methyl-1-naphthyl]ethyl}tetrahydro-4-hydroxy-2H-pyran-2-one). RXN SMILES: [Si]([O:8][C@H:9]1[CH2:18][C@H:17]([O:19][C:20](=[O:27])[C:21]([O:24][CH2:25][CH3:26])([CH3:23])[CH3:22])[C@H:16]2[C:11]([CH:12]=[CH:13][C@H:14]([CH3:45])[C@@H:15]2[CH2:28][CH2:29][C@H:30]2[O:35][C:34](=[O:36])[CH2:33][C@H:32]([O:37][Si](C(C)(C)C)(C)C)[CH2:31]2)=[CH:10]1)(C(C)(C)C)(C)C.[F-].C([N+](CCCC)(CCCC)CCCC)CCC>O1CCCC1>[OH:8][C@H:9]1[CH2:18][C@H:17]([O:19][C:20](=[O:27])[C:21]([O:24][CH2:25][CH3:26])([CH3:22])[CH3:23])[C@H:16]2[C:11]([CH:12]=[CH:13][C@H:14]([CH3:45])[C@@H:15]2[CH2:28][CH2:29][C@H:30]2[O:35][C:34](=[O:36])[CH2:33][C@H:32]([OH:37])[CH2:31]2)=[CH:10]1 |f:1.2|. Procedure: A procedure similar to that described in Example 2, above, was followed, but using the whole of the fraction (414 mg) containing (4R,6R)-6-{(1S,2S,6S,8S,8aR)-2-[1,2,6,7,8,8a-hexahydro-6-t-butyldimethylsilyloxy-8-(2-ethoxy-2-methylpropionyloxy)-2-methyl-1-naphthyl]ethyl}tetrahydro-4-t-butyldimethylsilyloxy-2H-pyran-2-one [prepared as described in Example 151, above] and 6.2 ml of a 1.0 molar solution of tetrabutylammonium fluoride in tetrahydrofuran, to give 25 mg of the titlecompound as colorles... The reactants are CSC(=C[N+](=O)[O-])NCCSc1cccc(CN(C)C)n1, CN, CCO. Product: CNC(=C[N+](=O)[O-])NCCSc1cccc(CN(C)C)n1. Reaction SMILES: [CH3:1][N:2]([CH3:3])[CH2:4][c:5]1[cH:6][cH:7][cH:8][c:9]([S:11][CH2:12][CH2:13][NH:14][C:15](=[CH:16][N+:17](=[O:18])[O-:19])[S:20][CH3:21])[n:10]1.[CH3:22][NH2:23].[CH3:24][CH2:25][OH:26]>>[CH3:1][N:2]([CH3:3])[CH2:4][c:5]1[cH:6][cH:7][cH:8][c:9]([S:11][CH2:12][CH2:13][NH:14][C:15](=[CH:16][N+:17](=[O:18])[O-:19])[NH:23][CH3:22])[n:10]1.